Dataset: the Open Reaction Database (ORD), a public repository of structured organic reaction records. Task: describe an organic reaction: reactants, conditions, products, and yield Starting materials: CS(=O)(=O)Oc1ccc(C2CO2)cc1, NCc1ccccc1. Yields the product CS(=O)(=O)Oc1ccc(C(O)CNCc2ccccc2)cc1. Reaction SMILES: [CH3:1][S:2](=[O:3])(=[O:4])[O:5][c:6]1[cH:7][cH:8][c:9]([CH:12]2[O:13][CH2:14]2)[cH:10][cH:11]1.[NH2:15][CH2:16][c:17]1[cH:18][cH:19][cH:20][cH:21][cH:22]1>>[CH3:1][S:2](=[O:3])(=[O:4])[O:5][c:6]1[cH:7][cH:8][c:9]([CH:12]([OH:13])[CH2:14][NH:15][CH2:16][c:17]2[cH:18][cH:19][cH:20][cH:21][cH:22]2)[cH:10][cH:11]1. Starting materials: F[B-](F)(F)F, O=CO, CCN(C(C)C)C(C)C, CC(c1c(Cl)ccc(F)c1Cl)c1c[nH]c2ncc(-c3cnn(C4CCNCC4)c3)cc12, ClCCl, CN(C)C(On1nnc2ccccc21)=[N+](C)C. Yields the product CC(c1c(Cl)ccc(F)c1Cl)c1c[nH]c2ncc(-c3cnn(C4CCN(C=O)CC4)c3)cc12. Reaction SMILES: [B-:35]([F:36])([F:37])([F:38])[F:39].[CH:32](=[O:33])[OH:34].[CH:57]([N:58]([CH2:59][CH3:60])[CH:61]([CH3:62])[CH3:63])([CH3:64])[CH3:65].[Cl:1][c:2]1[c:3]([CH:10]([CH3:11])[c:12]2[cH:13][nH:14][c:15]3[n:16][cH:17][c:18](-[c:21]4[cH:22][n:23][n:24]([CH:26]5[CH2:27][CH2:28][NH:29][CH2:30][CH2:31]5)[cH:25]4)[cH:19][c:20]23)[c:4]([Cl:9])[cH:5][cH:6][c:7]1[F:8].[Cl:66][CH2:67][Cl:68].[n:40]1([O:41][C:42]([N:43]([CH3:44])[CH3:45])=[N+:46]([CH3:47])[CH3:48])[c:49]2[cH:50][cH:51][cH:52][cH:53][c:54]2[n:55][n:56]1>>[Cl:1][c:2]1[c:3]([CH:10]([CH3:11])[c:12]2[cH:13][nH:14][c:15]3[n:16][cH:17][c:18](-[c:21]4[cH:22][n:23][n:24]([CH:26]5[CH2:27][CH2:28][N:29]([CH:32]=[O:33])[CH2:30][CH2:31]5)[cH:25]4)[cH:19][c:20]23)[c:4]([Cl:9])[cH:5][cH:6][c:7]1[F:8]. The reactants are COC(=O)C1CCN(C(=O)c2ccccc2)CC1, CO, NN, O, O. Product: NNC(=O)C1CCN(C(=O)c2ccccc2)CC1. RXN SMILES: [C:1]([c:2]1[cH:3][cH:4][cH:5][cH:6][cH:7]1)(=[O:8])[N:9]1[CH2:10][CH2:11][CH:12]([C:15]([O:17][CH3:16])=[O:18])[CH2:13][CH2:14]1.[CH3:23][OH:24].[NH2:20][NH2:21].[OH2:19].[OH2:22]>>[C:1]([c:2]1[cH:3][cH:4][cH:5][cH:6][cH:7]1)(=[O:8])[N:9]1[CH2:10][CH2:11][CH:12]([C:15](=[O:17])[NH:20][NH2:21])[CH2:13][CH2:14]1. Starting materials: P(Br)(Br)Br (Phosphorus tribromide), ClC1=C(C=CC=C1C(F)(F)F)CO ((2-chloro-3-(trifluoromethyl)phenyl)methanol), P(Br)(Br)Br (phosphorus tribromide), aqueous solution, S(=O)(=O)(O)[O-].[Na+] (sodium hydrogensulphate). The solvent is C(C)(=O)OCC (ethyl acetate), O1CCOCC1 (dioxane). Conditions: time 1 hour. Product: BrCC1=C(C(=CC=C1)C(F)(F)F)Cl (1-(bromomethyl)-2-chloro-3-(trifluoromethyl)benzene). Yield: 57.0%. RXN SMILES: P(Br)(Br)[Br:2].[Cl:5][C:6]1[C:11]([C:12]([F:15])([F:14])[F:13])=[CH:10][CH:9]=[CH:8][C:7]=1[CH2:16]O.S([O-])(O)(=O)=O.[Na+]>O1CCOCC1.C(OCC)(=O)C>[Br:2][CH2:16][C:7]1[CH:8]=[CH:9][CH:10]=[C:11]([C:12]([F:15])([F:14])[F:13])[C:6]=1[Cl:5] |f:2.3|. Reported procedure: Phosphorus tribromide (11.75 ml, 125 mmol) was added to a solution of crude (2-chloro-3-(trifluoromethyl)phenyl)methanol (9.37 g, 44.5 mmol) in dioxane (200 ml). The reaction mixture was stirred for 1 hour. Another portion of phosphorus tribromide (11.75 ml, 125 mmol) was added. The reaction mixture was stirred for 16 hours at room temperature. It was diluted with ethyl acetate (200 ml). A 10% aqueous solution of sodium hydrogensulphate (200 ml) was added, while cooling with a water bath. The ph...